Dataset: the Open Reaction Database (ORD), a public repository of structured organic reaction records. Task: describe an organic reaction: reactants, conditions, products, and yield Yields the product CN1CC2=C(C=CC(=C2C1=O)NC(OC(C)(C)C)=O)CN1CCCC1 (tert-Butyl [2-methyl-3-oxo-7-(pyrrolidin-1-ylmethyl)-2,3-dihydro-1H-isoindol-4-yl]carbamate). The reactants are N1CCCC1 (Pyrrolidine), C(=O)C=1C=CC(=C2C(N(CC12)C)=O)NC(OC(C)(C)C)=O (tert-Butyl (7-formyl-2-methyl-3-oxo-2,3-dihydro-1H-isoindol-4-yl)carbamate), C(=O)C=1C=CC(=C2C(N(CC12)C)=O)NC(OC(C)(C)C)=O (tert-Butyl (7-formyl-2-methyl-3-oxo-2,3-dihydro-1H-isoindol-4-yl)carbamate), C(C)(=O)O[BH-](OC(C)=O)OC(C)=O.[Na+] (sodium triacetoxyborohydride). Reported procedure: A mixture of tert-Butyl (7-formyl-2-methyl-3-oxo-2,3-dihydro-1H-isoindol-4-yl)carbamate (Compound 109C, 23.0 mg, 0.0792 mmol) and sodium triacetoxyborohydride (101 mg, 0.475 mmol) in THF (0.5 mL) was stirred at room temperature for 20 minutes. Pyrrolidine (39.7 uL, 0.475 mmol) was added and the resulting mixture was stirred at room temperature overnight. The THF was removed in vacuo and the crude product was partitioned between EtOAc and brine. The organic layer was dried over MgSO4 and concentr... Run at time 20 minute. As a reaction SMILES: [CH:1]([C:3]1[CH:4]=[CH:5][C:6]([NH:14][C:15](=[O:21])[O:16][C:17]([CH3:20])([CH3:19])[CH3:18])=[C:7]2[C:11]=1[CH2:10][N:9]([CH3:12])[C:8]2=[O:13])=O.C(O[BH-](OC(=O)C)OC(=O)C)(=O)C.[Na+].[NH:36]1[CH2:40][CH2:39][CH2:38][CH2:37]1>C1COCC1>[CH3:12][N:9]1[C:8](=[O:13])[C:7]2[C:11](=[C:3]([CH2:1][N:36]3[CH2:40][CH2:39][CH2:38][CH2:37]3)[CH:4]=[CH:5][C:6]=2[NH:14][C:15](=[O:21])[O:16][C:17]([CH3:20])([CH3:19])[CH3:18])[CH2:10]1 |f:1.2|. Run in C1CCOC1 (THF). The reactants are COC=1C=CC=CC1OCCNCC(COC=2C=CC=C3C2C=4C=CC=CC4N3)O (Carvedilol), CS(=O)(=O)O (methanesulfonic acid), COC=1C=CC=CC1OCCNCC(COC=2C=CC=C3C2C=4C=CC=CC4N3)O (carvedilol). Conditions: time 10.5 hour. Yields the product COC=1C=CC=CC1OCCNCC(COC=2C=CC=C3C2C=4C=CC=CC4N3)O.CS(=O)(=O)[O-] (carvedilol methanesulfonate). Reaction SMILES: [CH3:1][O:2][C:3]1[CH:4]=[CH:5][CH:6]=[CH:7][C:8]=1[O:9][CH2:10][CH2:11][NH:12][CH2:13][CH:14]([OH:30])[CH2:15][O:16][C:17]1[CH:18]=[CH:19][CH:20]=[C:21]2[NH:29][C:28]3[CH:27]=[CH:26][CH:25]=[CH:24][C:23]=3[C:22]=12.[CH3:31][S:32]([OH:35])(=[O:34])=[O:33]>>[CH3:1][O:2][C:3]1[CH:4]=[CH:5][CH:6]=[CH:7][C:8]=1[O:9][CH2:10][CH2:11][NH:12][CH2:13][CH:14]([OH:30])[CH2:15][O:16][C:17]1[CH:18]=[CH:19][CH:20]=[C:21]2[NH:29][C:28]3[CH:27]=[CH:26][CH:25]=[CH:24][C:23]=3[C:22]=12.[CH3:31][S:32]([O-:35])(=[O:34])=[O:33] |f:2.3|. Reported procedure: Carvedilol was suspended in an aqueous solution of methanesulfonic acid, with the acid being present at a 1:1 molar ratio. The suspension is vortexed during the addition of carvedilol powder. After storage of the suspension for 6-15 hrs, the suspension is filtered and the solid residue is dried. Yields the product N#Cc1ccc(-c2ccc(Cl)cc2)cc1. As a reaction SMILES: [Br:10][c:11]1[cH:12][cH:13][c:14]([C:15]#[N:16])[cH:17][cH:18]1.[Cl-:1].[Cl:2][c:3]1[cH:4][cH:5][c:6]([Mg+:9])[cH:7][cH:8]1.[Cl:43][Pd:44][Cl:45].[O:38]1[CH2:39][CH2:40][CH2:41][CH2:42]1.[c:19]1([P:20]([c:21]2[cH:22][cH:23][cH:24][cH:25][cH:26]2)[c:27]2[cH:28][cH:29][cH:30][cH:31][cH:32]2)[cH:33][cH:34][cH:35][cH:36][cH:37]1>>[Cl:2][c:3]1[cH:4][cH:5][c:6](-[c:11]2[cH:12][cH:13][c:14]([C:15]#[N:16])[cH:17][cH:18]2)[cH:7][cH:8]1. Reactants: N#Cc1ccc(Br)cc1, [Cl-], [Mg+]c1ccc(Cl)cc1, Cl[Pd]Cl, C1CCOC1, c1ccc(P(c2ccccc2)c2ccccc2)cc1. Starting materials: C1(=CC=CC=C1)C1CCN(CC1)C[C@@H]1CC[C@H](CC1)CNC(=O)C1=CC2=CN=C3C=CC=C(S1)N32 (N-[trans-4-(4-phenylpiperidin-1-ylmethyl)-1-cyclohexylmethyl]-5-thia-1,8b-diazaacenaphthylene-4-carboxamide), Cl (hydrochloric acid). Run in C(C)O (ethanol). The product is Cl.Cl.C1(=CC=CC=C1)C1CCN(CC1)C[C@@H]1CC[C@H](CC1)CNC(=O)C1=CC2=CN=C3C=CC=C(S1)N32 (N-[trans-4-(4-phenylpiperidin-1-ylmethyl)-1-cyclohexylmethyl]-5-thia-1,8b-diazaacenaphthylene-4-carboxamide dihydrochloride). RXN SMILES: [C:1]1([CH:7]2[CH2:12][CH2:11][N:10]([CH2:13][C@H:14]3[CH2:19][CH2:18][C@H:17]([CH2:20][NH:21][C:22]([C:24]4[S:34][C:33]5[N:35]6[C:26](=[CH:27][N:28]=[C:29]6[CH:30]=[CH:31][CH:32]=5)[CH:25]=4)=[O:23])[CH2:16][CH2:15]3)[CH2:9][CH2:8]2)[CH:6]=[CH:5][CH:4]=[CH:3][CH:2]=1.[ClH:36]>C(O)C>[ClH:36].[ClH:36].[C:1]1([CH:7]2[CH2:12][CH2:11][N:10]([CH2:13][C@H:14]3[CH2:19][CH2:18][C@H:17]([CH2:20][NH:21][C:22]([C:24]4[S:34][C:33]5[N:35]6[C:26](=[CH:27][N:28]=[C:29]6[CH:30]=[CH:31][CH:32]=5)[CH:25]=4)=[O:23])[CH2:16][CH2:15]3)[CH2:9][CH2:8]2)[CH:2]=[CH:3][CH:4]=[CH:5][CH:6]=1 |f:3.4.5|. Reported procedure: To a solution of 549.7 mg (1.13 mM) of N-[trans-4-(4-phenylpiperidin-1-ylmethyl)-1-cyclohexylmethyl]-5-thia-1,8b-diazaacenaphthylene-4-carboxamide in ethanol (5 ml) was added 1.0 ml (12.0 mM) of 12N-hydrochloric acid and the mixture was stirred at room temperature for several minutes. After the reaction mixture was concentrated under reduced pressure, diethyl ether was added to the residue and the resulting crystals were collected by filtration and rinsed with ethanol and diethyl ether to provid... The reactants are C1CCOC1, CC(C)C[AlH]CC(C)C, COC(=O)c1ccc2c(c1)OCCC2N=[N+]=[N-]. The product is [N-]=[N+]=NC1CCOc2cc(CO)ccc21. Reaction SMILES: [CH2:27]1[O:28][CH2:29][CH2:30][CH2:31]1.[CH3:18][CH:19]([CH2:20][AlH:21][CH2:22][CH:23]([CH3:24])[CH3:25])[CH3:26].[N:1](=[N+:2]=[N-:3])[CH:4]1[CH2:5][CH2:6][O:7][c:8]2[cH:9][c:10]([C:14](=[O:15])[O:16][CH3:17])[cH:11][cH:12][c:13]21>>[N:1](=[N+:2]=[N-:3])[CH:4]1[CH2:5][CH2:6][O:7][c:8]2[cH:9][c:10]([CH2:14][OH:15])[cH:11][cH:12][c:13]21.